From a dataset of the Open Reaction Database (ORD), a public repository of structured organic reaction records. describe an organic reaction: reactants, conditions, products, and yield Starting materials: [N-]=[N+]=[N-].[Na+] (Sodium azide), BrCCCOC=1C=C2C(C(C2CN2CCCCC2)C)=CC1 (5-(3-bromopropoxy)-2-methyl-1-(1-piperidinylmethyl)benzocyclobutene), O (water). Solvent: C(C)O.O (ethanol water). Product: N(=[N+]=[N-])CCCOC=1C=C2C(C(C2CN2CCCCC2)C)=CC1 (5-(3-Azidopropoxy)-2-methyl-1-(1-piperidinylmethyl)benzocyclobutene). As a reaction SMILES: [N-:1]=[N+:2]=[N-:3].[Na+].Br[CH2:6][CH2:7][CH2:8][O:9][C:10]1[CH:11]=[C:12]2[CH:15]([CH2:16][N:17]3[CH2:22][CH2:21][CH2:20][CH2:19][CH2:18]3)[CH:14]([CH3:23])[C:13]2=[CH:24][CH:25]=1.O>C(O)C.O>[N:1]([CH2:6][CH2:7][CH2:8][O:9][C:10]1[CH:11]=[C:12]2[CH:15]([CH2:16][N:17]3[CH2:18][CH2:19][CH2:20][CH2:21][CH2:22]3)[CH:14]([CH3:23])[C:13]2=[CH:24][CH:25]=1)=[N+:2]=[N-:3] |f:0.1,4.5|. Procedure details: Sodium azide (1.49 g) is added to a stirred solution of 5-(3-bromopropoxy)-2-methyl-1-(1-piperidinylmethyl)benzocyclobutene (7.3 g) dissolved in a mixture of ethanol/water (7.3 ml/73 ml). The reaction mixture is refluxed overnight, poured into water and extracted with ether. The organic extract is washed with sat'd aqueous NaCl, dried, filtered and evaporated in vacuo affording the desired product as an oil.